From a dataset of the Open Reaction Database (ORD), a public repository of structured organic reaction records. describe an organic reaction: reactants, conditions, products, and yield The reactants are O=[N+]([O-])c1ccc(Cl)nc1NC1CCCCC1, [K+], C1COCCO1, [OH-]. The product is O=[N+]([O-])c1ccc(O)nc1NC1CCCCC1. Reaction SMILES: [Cl:1][c:2]1[cH:3][cH:4][c:5]([N+:15](=[O:16])[O-:17])[c:6]([NH:8][CH:9]2[CH2:10][CH2:11][CH2:12][CH2:13][CH2:14]2)[n:7]1.[K+:19].[O:20]1[CH2:21][CH2:22][O:23][CH2:24][CH2:25]1.[OH-:18]>>[c:2]1([OH:18])[cH:3][cH:4][c:5]([N+:15](=[O:16])[O-:17])[c:6]([NH:8][CH:9]2[CH2:10][CH2:11][CH2:12][CH2:13][CH2:14]2)[n:7]1.